This data is from the Open Reaction Database (ORD), a public repository of structured organic reaction records. The task is: describe an organic reaction: reactants, conditions, products, and yield Reactants: O=C([O-])[O-], COc1ccc(O)cc1, COC(=O)c1ncc2c(I)cccc2c1O, CC(C)(C)C(=O)CC(=O)C(C)(C)C, CCOC(C)=O, Cl, [Cs+], [Cs+], Cl[Cu], CN(C)C=O, O. The product is COC(=O)c1ncc2c(Oc3ccc(OC)cc3)cccc2c1O. RXN SMILES: [C:26](=[O:27])([O-:28])[O-:29].[CH3:17][O:18][c:19]1[cH:20][cH:21][c:22]([OH:25])[cH:23][cH:24]1.[CH3:1][O:2][C:3](=[O:4])[c:5]1[n:6][cH:7][c:8]2[c:9]([I:16])[cH:10][cH:11][cH:12][c:13]2[c:14]1[OH:15].[CH3:32][C:33]([CH3:34])([C:35](=[O:36])[CH2:37][C:38](=[O:39])[C:40]([CH3:41])([CH3:42])[CH3:43])[CH3:44].[CH3:49][CH2:50][O:51][C:52](=[O:53])[CH3:54].[ClH:45].[Cs+:30].[Cs+:31].[Cu:46][Cl:47].[O:55]=[CH:56][N:57]([CH3:58])[CH3:59].[OH2:48]>>[CH3:1][O:2][C:3](=[O:4])[c:5]1[n:6][cH:7][c:8]2[c:9]([O:25][c:22]3[cH:21][cH:20][c:19]([O:18][CH3:17])[cH:24][cH:23]3)[cH:10][cH:11][cH:12][c:13]2[c:14]1[OH:15]. Reactants: ClCCCOC1=CC=C(C=C1)SC (1-(3-chloropropoxy)-4-methylthiobenzene), B(=O)O[O-].[Na+] (sodium perborate). Run in C(C)(=O)O (acetic acid). The product is ClCCCOC1=CCC(C=C1)=S=O (1-(3-Chloropropoxy)-4-sulfinylbenzene). Reaction SMILES: [Cl:1][CH2:2][CH2:3][CH2:4][O:5][C:6]1[CH:11]=[CH:10][C:9]([S:12]C)=[CH:8][CH:7]=1.B(O[O-])=[O:15].[Na+]>C(O)(=O)C>[Cl:1][CH2:2][CH2:3][CH2:4][O:5][C:6]1[CH:11]=[CH:10][C:9](=[S:12]=[O:15])[CH2:8][CH:7]=1 |f:1.2|. Procedure details: The title compound is prepared by treating 1-(3-chloropropoxy)-4-methylthiobenzene with sodium perborate in glacial acetic acid. Reactants: [Br-], Cc1ccc(-n2cnc(Br)c2C(=O)Cl)c(C)c1, CCOC(=O)CC(=O)[O-], C1CCOC1, C[Mg+], Cl. Product: CCOC(=O)CC(=O)c1c(Br)ncn1-c1ccc(C)cc1C. As a reaction SMILES: [Br-:10].[Br:14][c:15]1[n:16][cH:17][n:18](-[c:23]2[c:24]([CH3:30])[cH:25][c:26]([CH3:29])[cH:27][cH:28]2)[c:19]1[C:20]([Cl:21])=[O:22].[C:1]([CH2:2][C:3](=[O:4])[O-:5])(=[O:6])[O:7][CH2:8][CH3:9].[CH2:31]1[O:32][CH2:33][CH2:34][CH2:35]1.[CH3:11][Mg+:12].[ClH:13]>>[C:1]([CH2:2][C:3](=[O:5])[c:19]1[c:15]([Br:14])[n:16][cH:17][n:18]1-[c:23]1[c:24]([CH3:30])[cH:25][c:26]([CH3:29])[cH:27][cH:28]1)(=[O:6])[O:7][CH2:8][CH3:9]. The reactants are O=C([O-])[O-], CN1Cc2ccccc2C2c3cccc4[nH]cc(c34)CC21, ClC(Cl)Cl, [K+], [K+], N#CBr. Product: c1ccc2c(c1)CNC1Cc3c[nH]c4cccc(c34)C21. Reaction SMILES: [C:25](=[O:26])([O-:27])[O-:28].[CH3:4][N:5]1[CH:6]2[CH2:7][c:8]3[c:9]4[c:10]([cH:19][cH:20][cH:21][c:22]4[nH:23][cH:24]3)[CH:11]2[c:12]2[cH:13][cH:14][cH:15][cH:16][c:17]2[CH2:18]1.[CH:31]([Cl:32])([Cl:33])[Cl:34].[K+:29].[K+:30].[N:1]#[C:2][Br:3]>>[NH:5]1[CH:6]2[CH2:7][c:8]3[c:9]4[c:10]([cH:19][cH:20][cH:21][c:22]4[nH:23][cH:24]3)[CH:11]2[c:12]2[cH:13][cH:14][cH:15][cH:16][c:17]2[CH2:18]1. Starting materials: [OH-].[Na+] (sodium hydroxide), ClC1=C(C(=O)OC)C=CC(=C1CSCC)S(=O)(=O)C (methyl 2-chloro-3-ethylthiomethyl-4-methanesulfonylbenzoate). Solvent: CO (methanol). Reaction conditions: time 30 minute. Yields the product ClC1=C(C(=O)O)C=CC(=C1CSCC)S(=O)(=O)C (2-Chloro-3-ethylthiomethyl-4-methanesulfonylbenzoic acid). Yield: 93.8%. As a reaction SMILES: [OH-].[Na+].[Cl:3][C:4]1[C:13]([CH2:14][S:15][CH2:16][CH3:17])=[C:12]([S:18]([CH3:21])(=[O:20])=[O:19])[CH:11]=[CH:10][C:5]=1[C:6]([O:8]C)=[O:7]>CO>[Cl:3][C:4]1[C:13]([CH2:14][S:15][CH2:16][CH3:17])=[C:12]([S:18]([CH3:21])(=[O:20])=[O:19])[CH:11]=[CH:10][C:5]=1[C:6]([OH:8])=[O:7] |f:0.1|. Procedure details: To a solution mixture comprising 50 ml of a 10% sodium hydroxide aqueous solution and 150 ml of methanol, 3.9 g of methyl 2-chloro-3-ethylthiomethyl-4-methanesulfonylbenzoate was added, and the mixture was stirred at room temperature for 30 minutes. Methanol was distilled off under reduced pressure, and a dilute hydrochloric acid was added to the residue for acid preparation. The mixture was extracted with ethyl acetate, and the extract was dried. Then, the solvent was distilled off to obtain 3.... RXN SMILES: [CH2:1]([C:8]([CH3:10])=[O:9])[C:2]1[CH:7]=[CH:6][CH:5]=[CH:4][CH:3]=1.[CH3:11][C:12]([CH2:14]Cl)=[CH2:13]>>[CH3:13][C:12]([CH2:14][CH:1]([C:2]1[CH:7]=[CH:6][CH:5]=[CH:4][CH:3]=1)[C:8](=[O:9])[CH3:10])=[CH2:11]. Yields the product CC(=C)CC(C(C)=O)C1=CC=CC=C1 (2-methyl-4-phenyl-hex-1-en-5-one). Procedure: Reaction of methyl benzyl ketone with β-methallyl chloride in accordance with the foregoing process yields 2-methyl-4-phenyl-hex-1-en-5-one of boiling point 85° C./3 mmHg; nD20 =1.5151. Reactants: C(C1=CC=CC=C1)C(=O)C (methyl benzyl ketone), CC(=C)CCl (β-methallyl chloride).